Dataset: the Open Reaction Database (ORD), a public repository of structured organic reaction records. Task: describe an organic reaction: reactants, conditions, products, and yield Starting materials: ClC1=CC=C(C=C1)C(CC(CCCO)=O)=O (6-(4-Chlorophenyl)-4,6-diketohexanol), N(N)C=1SC2=C(N1)C=CC(=C2)OC (2-hydrazino-6-methoxybenzothiazole). The solvent is N1=CC=CC=C1 (pyridine), CO (MeOH). The product is ClC1=CC=C(C=C1)C1=CC(=NN1C=1SC2=C(N1)C=CC(=C2)OC)CCCO (5-(4-Chlorophenyl)-3-(3-hydroxypropyl)-1-(6-methoxy-2-benzothiazolyl)pyrazole). The yield is 80.9%. Reaction SMILES: [Cl:1][C:2]1[CH:7]=[CH:6][C:5]([C:8](=O)[CH2:9][C:10](=O)[CH2:11][CH2:12][CH2:13][OH:14])=[CH:4][CH:3]=1.[NH:17]([C:19]1[S:20][C:21]2[CH:27]=[C:26]([O:28][CH3:29])[CH:25]=[CH:24][C:22]=2[N:23]=1)[NH2:18]>N1C=CC=CC=1.CO>[Cl:1][C:2]1[CH:7]=[CH:6][C:5]([C:8]2[N:17]([C:19]3[S:20][C:21]4[CH:27]=[C:26]([O:28][CH3:29])[CH:25]=[CH:24][C:22]=4[N:23]=3)[N:18]=[C:10]([CH2:11][CH2:12][CH2:13][OH:14])[CH:9]=2)=[CH:4][CH:3]=1. Reported procedure: 6-(4-Chlorophenyl)-4,6-diketohexanol (14.43 g, 60 mM) was treated with 2-hydrazino-6-methoxybenzothiazole (11.72 g, 60 mM) in pyridine (10 ml) and MeOH (300 ml) at reflux for 72 hr. Work-up as described in Example 1 followed by recrystallization from MeOH afforded the title compound 6 as a white solid (19.4 g), mp=123°-125° C.; NMR(CDCl3) δ 6.3 (s, 1H, C4 -H); MS, m/e 399 (M+). The reactants are FC1=CC=C(C=C1)C(O)(C1CCNCC1)C1=CC=C(C=C1)F ([α,α-bis(4-fluorophenyl)]-4-piperidinemethanol), C(C)OC(C(C1=CC(=C(C=C1)OCCCCl)OC)=O)=O (4-(3-chloropropyloxy)-3-methoxy-α-oxobenzeneacetic acid ethyl ester), C([O-])([O-])=O.[Na+].[Na+] (sodium carbonate), [I-].[K+] (potassium iodide), [Cl-].[Na+] (Sodium chloride), ice water, C([O-])(O)=O.[Na+] (sodium bicarbonate). Run in O (water), C(C)(=O)O (acetic acid), CN(C=O)C (dimethylformamide), O (water). Product: FC1=CC=C(C=C1)C(C1CCN(CC1)CCCOC1=C(C=CC=C1OC)C(C(=O)O)=O)(O)C1=CC=C(C=C1)F (3-[4-[Bis(4-fluorophenyl)hydroxymethyl]-1-piperidinyl]propoxy-3-methoxy-α-oxobenzeneacetic acid). RXN SMILES: [F:1][C:2]1[CH:7]=[CH:6][C:5]([C:8]([C:16]2[CH:21]=[CH:20][C:19]([F:22])=[CH:18][CH:17]=2)([CH:10]2[CH2:15][CH2:14][NH:13][CH2:12][CH2:11]2)[OH:9])=[CH:4][CH:3]=1.C(OC(=O)C(=O)[C:28]1[CH:33]=[CH:32][C:31]([O:34][CH2:35][CH2:36][CH2:37]Cl)=[C:30]([O:39][CH3:40])[CH:29]=1)C.[C:43](=[O:46])([O-])[O-:44].[Na+].[Na+].[I-].[K+].[C:51](=O)(O)[O-:52].[Na+].[Cl-].[Na+]>CN(C)C=O.O.C(O)(=O)C>[F:1][C:2]1[CH:7]=[CH:6][C:5]([C:8]([C:16]2[CH:17]=[CH:18][C:19]([F:22])=[CH:20][CH:21]=2)([OH:9])[CH:10]2[CH2:11][CH2:12][N:13]([CH2:37][CH2:36][CH2:35][O:34][C:31]3[C:30]([O:39][CH3:40])=[CH:29][CH:28]=[CH:33][C:32]=3[C:51](=[O:52])[C:43]([OH:44])=[O:46])[CH2:14][CH2:15]2)=[CH:4][CH:3]=1 |f:2.3.4,5.6,7.8,9.10|. Reported procedure: A mixture of 0.02 mole of [α,α-bis(4-fluorophenyl)]-4-piperidinemethanol, 0.02 mole of 4-(3-chloropropyloxy)-3-methoxy-α-oxobenzeneacetic acid ethyl ester, 0.06 mole of anhydrous sodium carbonate and 0.4 g of potassium iodide in 150 ml of dimethylformamide was heated on a steambath overnight. The mixture was poured into 1.5 liters of ice-water, and the ethyl ester of the title compound precipitated. The liquid was decanted, and the gum was dissolved in 100 ml of ethanol. A solution of 0.04 mole ... Reactants: Boc, C(=O)(OC(C)(C)C)N[C@@H](CCC)C(=O)O.N[C@@H](CC(C)C)C(=O)N (Boc-norvaline leucinamide). Run in C(=O)(C(F)(F)F)O.C(Cl)Cl (TFA DCM). Yields the product N[C@@H](CCC)C(=O)O.N[C@@H](CC(C)C)C(=O)N (norvaline leucinamide). As a reaction SMILES: C([NH:8][C@H:9]([C:13]([OH:15])=[O:14])[CH2:10][CH2:11][CH3:12])(OC(C)(C)C)=O.[NH2:16][C@H:17]([C:22]([NH2:24])=[O:23])[CH2:18][CH:19]([CH3:21])[CH3:20]>C(O)(C(F)(F)F)=O.C(Cl)Cl>[NH2:8][C@H:9]([C:13]([OH:15])=[O:14])[CH2:10][CH2:11][CH3:12].[NH2:16][C@H:17]([C:22]([NH2:24])=[O:23])[CH2:18][CH:19]([CH3:21])[CH3:20] |f:0.1,2.3,4.5|. Reported procedure: Boc-norvaline (2.0 g, 9.2 mmol) and leucinamide (1.53 g, 9.2 mmol) were dissolved in dry DMF (90 mL). The reaction was cooled to 0° C. and DCC (2.3 g, 11 mmol), HOBt (1.48 g, 11 mmol), and DEA (1.9 mL, 11 mmol) added. The mixture was stirred for 20 min at 0° C. and allowed to slowly warm to room temperature overnight (17 h). The mixture was concentrated to 1/3 its original volume, cooled, and filtered. The filtrate was concentrated, affording a yellow oil which was purified by column chromatogra...